From a dataset of the Open Reaction Database (ORD), a public repository of structured organic reaction records. describe an organic reaction: reactants, conditions, products, and yield The reactants are CN(CCC1=C2C=NNC2=C(C=C1)N)C (N,N-dimethyl-N-[2-(7-amino-1H-indazol-4-yl)ethyl]amine), S(O)(O)(=O)=O (sulfuric acid), C([O-])(O)=O.[Na+] (sodium bicarbonate). Product: CN(CCC1=C2C=NNC2=C(C=C1)O)C (N,N-dimethyl-N-[2-(7-hydroxy-1H-indazol-4-yl)ethyl]amine). Reaction SMILES: [CH3:1][N:2]([CH3:15])[CH2:3][CH2:4][C:5]1[CH:13]=[CH:12][C:11](N)=[C:10]2[C:6]=1[CH:7]=[N:8][NH:9]2.S(=O)(=O)(O)[OH:17].C(=O)(O)[O-].[Na+]>>[CH3:1][N:2]([CH3:15])[CH2:3][CH2:4][C:5]1[CH:13]=[CH:12][C:11]([OH:17])=[C:10]2[C:6]=1[CH:7]=[N:8][NH:9]2 |f:2.3|. Procedure details: In an autoclave, 1.2 g of N,N-dimethyl-N-[2-(7-amino-1H-indazol-4-yl)ethyl]amine and 24 ml of 1N sulfuric acid are heated under argon for 16 hours to 180° C. Subsequently the mixture is combined under ice cooling with sodium bicarbonate and extracted by shaking with ethyl acetate/butanol (10:1). The organic phase is dried, concentrated, and the residue is triturated with ethyl acetate, thus obtaining 700 mg of N,N-dimethyl-N-[2-(7-hydroxy-1H-indazol-4-yl)ethyl]amine, mp 233°-234° C., yielding af...